This data is from the Open Reaction Database (ORD), a public repository of structured organic reaction records. The task is: describe an organic reaction: reactants, conditions, products, and yield The reactants are BrC1=C(C(=C2N1CCN(C2)C(=O)OC(C)(C)C)C(=O)N2C=NC=C2)C2=CC(=CC=C2)F (tert-butyl 6-bromo-7-(3-fluorophenyl)-8-(1H-imidazol-1-ylcarbonyl)-3,4-dihydropyrrolo[1,2-a]pyrazine-2(1H)-carboxylate), N (ammonia). Run in O (water). Run at temperature 90 celsius, time 30 minute. The product is C(N)(=O)C=1C(=C(N2C1CN(CC2)C(=O)OC(C)(C)C)Br)C2=CC(=CC=C2)F (tert-butyl 8-carbamoyl-6-bromo-7-(3-fluorophenyl)-3,4-dihydropyrrolo[1,2-a]pyrazine-2(1H)-carboxylate). The yield is 78.5%. Reaction SMILES: [Br:1][C:2]1[N:6]2[CH2:7][CH2:8][N:9]([C:11]([O:13][C:14]([CH3:17])([CH3:16])[CH3:15])=[O:12])[CH2:10][C:5]2=[C:4]([C:18]([N:20]2C=CN=C2)=[O:19])[C:3]=1[C:25]1[CH:30]=[CH:29][CH:28]=[C:27]([F:31])[CH:26]=1.N>O>[C:18]([C:4]1[C:3]([C:25]2[CH:30]=[CH:29][CH:28]=[C:27]([F:31])[CH:26]=2)=[C:2]([Br:1])[N:6]2[CH2:7][CH2:8][N:9]([C:11]([O:13][C:14]([CH3:17])([CH3:16])[CH3:15])=[O:12])[CH2:10][C:5]=12)(=[O:19])[NH2:20]. Procedure: To 1.79 g (3.66 mmol) of tert-butyl 6-bromo-7-(3-fluorophenyl)-8-(1H-imidazol-1-ylcarbonyl)-3,4-dihydropyrrolo[1,2-a]pyrazine-2(1H)-carboxylate in an autoclave are added 30 ml of 33% aqueous ammonia. The mixture is stirred for 5 hours 30 minutes at 90° C. and, after cooling, is then poured into water, to give 1.26 g of tert-butyl 8-carbamoyl-6-bromo-7-(3-fluorophenyl)-3,4-dihydropyrrolo[1,2-a]pyrazine-2(1H)-carboxylate after drying over potassium hydroxide. Reactants: C[O-].[Na+] (sodium methoxide), BrC1=NC(=C(C=C1OC)[N+](=O)[O-])Br (2,6-dibromo-3-methoxy-5-nitropyridine), O (water). Solvent: CO (methanol), CO (methanol). Reaction conditions: time 1 hour. Yields the product BrC1=NC(=C(C=C1[N+](=O)[O-])OC)OC (2-Bromo-5,6-dimethoxy-3-nitropyridine). As a reaction SMILES: Br[C:2]1[C:7]([O:8][CH3:9])=[CH:6][C:5]([N+:10]([O-:12])=[O:11])=[C:4]([Br:13])[N:3]=1.[CH3:14][O-:15].[Na+].O>CO>[Br:13][C:4]1[C:5]([N+:10]([O-:12])=[O:11])=[CH:6][C:7]([O:8][CH3:9])=[C:2]([O:15][CH3:14])[N:3]=1 |f:1.2|. Reported procedure: 20 g of 2,6-dibromo-3-methoxy-5-nitropyridine (example E3) were dissolved in 550 ml of anhydrous methanol at 30-40° C. 4.6 g sodium methoxide dissolved in 30 ml anhydrous methanol were added to this solution. The reaction mixture was stirred for one hour at room temperature, poured into 700 ml of water and stored in the refrigerator overnight. The precipitate was filtered, washed with ice cold water and dried under vacuum to yield the title compound. Starting materials: CCOCC.C(Cl)Cl (Et2O CH2Cl2), C[Si](C)(C)[N-][Si](C)(C)C.[Li+] (Lithium bis(trimethylsilyl)amide), P(=O)(OCC)(OCC)OC(CI)OC(C1=CC=CC=C1)=O (Diethyl 1-Benzoyloxy-2-Iodoethyl Phosphate). Solvent: CCOCC (Et2O), C1(=CC=CC=C1)C (toluene). Reaction conditions: time 30 minute. Yields the product P(=O)(OCC)(OCC)OC(=C)OC(C1=CC=CC=C1)=O (Diethyl 1-Benzoyloxyvinyl Phosphate). Isolated yield 44.8%. Reaction SMILES: C[Si]([N-][Si](C)(C)C)(C)C.[Li+].[P:11]([O:19][CH:20]([O:23][C:24](=[O:31])[C:25]1[CH:30]=[CH:29][CH:28]=[CH:27][CH:26]=1)[CH2:21]I)([O:16][CH2:17][CH3:18])([O:13][CH2:14][CH3:15])=[O:12].CCOCC.C(Cl)Cl>C1(C)C=CC=CC=1.CCOCC>[P:11]([O:19][C:20]([O:23][C:24](=[O:31])[C:25]1[CH:26]=[CH:27][CH:28]=[CH:29][CH:30]=1)=[CH2:21])([O:16][CH2:17][CH3:18])([O:13][CH2:14][CH3:15])=[O:12] |f:0.1,3.4|. Procedure details: Lithium bis(trimethylsilyl)amide (1.0M solution in hexanes, 1.752 ml, 1.752 mmol) was added dropwise to a solution of the iodobenzoate XIX (0.250 g, 0.584 mmol) in toluene (50 ml) at -78° C. and allowed to stir for 30 min. The reaction mixture was then diluted with Et2O (150 ml), washed with saturated aqueous NaHSO4 (3×25 ml), 10% aqueous sodium phosphate buffer (pH=7) (1×25 ml), dried (MgSO4), and concentrated in vacuo. Flash chromatography (5% Et2O/CH2Cl2) afforded the geminal benzoate XX (78.... Reactants: OC1=C(C=O)C(=CN=C1)OC (3-hydroxy-5-methoxyisonicotinaldehyde), Cl.ClCC=1C(=NC=CC1)C1=CC=NN1C(C)C (3-(chloromethyl)-2-(1-isopropyl-1H-pyrazol-5-yl)pyridine hydrochloride), C(=O)([O-])[O-].[K+].[K+] (K2CO3). Run in CN(C)C=O (DMF). Reported procedure: A mixture of 3-hydroxy-5-methoxyisonicotinaldehyde (30 mg, 0.20 mmol, 1 eq.), 3-(chloromethyl)-2-(1-isopropyl-1H-pyrazol-5-yl)pyridine hydrochloride (54 mg, 0.20 mmol, 1 eq.), and K2CO3 (110 mg, 0.80 mmol, 4 eq.) in DMF (2.0 mL) was heated at 70° C. for 2 h. The mixture was cooled, filtered, concentrated, and purified on silica gel using a mixture of EtOAc and hexanes to give 3-((2-(1-isopropyl-1H-pyrazol-5-yl)pyridin-3-yl)methoxy)-5-methoxyisonicotinaldehyde (30 mg, 43%) as an off-white solid. ... RXN SMILES: [OH:1][C:2]1[CH:9]=[N:8][CH:7]=[C:6]([O:10][CH3:11])[C:3]=1[CH:4]=[O:5].Cl.Cl[CH2:14][C:15]1[C:16]([C:21]2[N:25]([CH:26]([CH3:28])[CH3:27])[N:24]=[CH:23][CH:22]=2)=[N:17][CH:18]=[CH:19][CH:20]=1.C([O-])([O-])=O.[K+].[K+]>CN(C=O)C>[CH:26]([N:25]1[C:21]([C:16]2[C:15]([CH2:14][O:1][C:2]3[CH:9]=[N:8][CH:7]=[C:6]([O:10][CH3:11])[C:3]=3[CH:4]=[O:5])=[CH:20][CH:19]=[CH:18][N:17]=2)=[CH:22][CH:23]=[N:24]1)([CH3:28])[CH3:27] |f:1.2,3.4.5|. The yield is 42.6%. Product: C(C)(C)N1N=CC=C1C1=NC=CC=C1COC1=C(C=O)C(=CN=C1)OC (3-((2-(1-isopropyl-1H-pyrazol-5-yl)pyridin-3-yl)methoxy)-5-methoxyisonicotinaldehyde). Conditions: temperature 70 celsius. Starting materials: [Cl-], [Cl-], CC(O)Cc1ccc(Cl)cc1, Cl, O=Cc1ccc([N+](=O)[O-])cc1, O, [Zn+2], c1ccccc1. Yields the product CC1Cc2ccc(Cl)cc2C(c2ccc([N+](=O)[O-])cc2)O1. As a reaction SMILES: [Cl-:31].[Cl-:33].[Cl:1][c:2]1[cH:3][cH:4][c:5]([CH2:8][CH:9]([CH3:10])[OH:11])[cH:6][cH:7]1.[ClH:23].[N+:12](=[O:13])([O-:14])[c:15]1[cH:16][cH:17][c:18]([CH:19]=[O:20])[cH:21][cH:22]1.[OH2:30].[Zn+2:32].[cH:24]1[cH:25][cH:26][cH:27][cH:28][cH:29]1>>[Cl:1][c:2]1[cH:3][c:4]2[c:5]([cH:6][cH:7]1)[CH2:8][CH:9]([CH3:10])[O:11][CH:19]2[c:18]1[cH:17][cH:16][c:15]([N+:12](=[O:13])[O-:14])[cH:22][cH:21]1. The reactants are ice water, [H-].[Na+] (sodium hydride), ClCC1=CC=C(C=C1)C(C(=O)OCC)C (ethyl 2-(p-chloromethylphenyl)propionate), CCOC(=O)C1CCCCC1=O (ethyl 2-cyclohexanone carboxylate). Solvent: CN(C=O)C (dimethyl formamide). Conditions: temperature 50 celsius, time 30 minute. Product: C(C)OC(=O)C1(C(CCCC1)=O)CC1=CC=C(C=C1)C(C(=O)OCC)C (Ethyl 2-[4-(1-Ethoxycarbonyl-2-oxocyclohexan-1-ylmethyl)phenyl]propionate). Isolated yield 79.2%. As a reaction SMILES: [H-].[Na+].[CH3:3][CH2:4][O:5][C:6]([CH:8]1[C:13](=[O:14])[CH2:12][CH2:11][CH2:10][CH2:9]1)=[O:7].Cl[CH2:16][C:17]1[CH:22]=[CH:21][C:20]([CH:23]([CH3:29])[C:24]([O:26][CH2:27][CH3:28])=[O:25])=[CH:19][CH:18]=1>CN(C)C=O>[CH2:4]([O:5][C:6]([C:8]1([CH2:16][C:17]2[CH:18]=[CH:19][C:20]([CH:23]([CH3:29])[C:24]([O:26][CH2:27][CH3:28])=[O:25])=[CH:21][CH:22]=2)[CH2:9][CH2:10][CH2:11][CH2:12][C:13]1=[O:14])=[O:7])[CH3:3] |f:0.1|. Procedure: To a mixture of 9.6 g of 50% sodium hydride and 200 ml of dimethyl formamide was added dropwise 34 g of ethyl 2-cyclohexanone carboxylate under ice-cooling, the mixture was stirred at 50° C. for 30 minutes, thereafter again under ice-cooling 45.3 g of ethyl 2-(p-chloromethylphenyl)propionate was added dropwise, and the mixture was heated at 50°-60° C. with stirring for 1 hour. After the reaction was completed, the reaction mixture was poured into an ice-water, extracted with ether, the extract w... The reactants are CC(C)(C)OC(=O)CC(=O)CC1OC(C)(C)OC1=O, Cc1ccccc1, C[O-], CCO, Cl, [Na+]. Product: CCOC(=O)C(O)CC(=O)CC(=O)OC(C)(C)C. Reaction SMILES: [CH3:1][C:2]1([CH3:19])[O:3][C:4](=[O:18])[CH:5]([CH2:7][C:8]([CH2:9][C:10](=[O:11])[O:12][C:13]([CH3:14])([CH3:15])[CH3:16])=[O:17])[O:6]1.[CH3:20][c:21]1[cH:22][cH:23][cH:24][cH:25][cH:26]1.[CH3:27][O-:28].[CH3:31][CH2:32][OH:33].[ClH:30].[Na+:29]>>[CH3:1][CH2:2][O:3][C:4]([CH:5]([OH:6])[CH2:7][C:8]([CH2:9][C:10](=[O:11])[O:12][C:13]([CH3:14])([CH3:15])[CH3:16])=[O:17])=[O:18]. The reactants are INTERMEDIATE 33, O1CCN(CC1)CC[C@H](CSC1=CC=CC=C1)NC1=C(C=C(C=C1)S(=O)(=O)N)S(=O)(=O)C(F)(F)F ((R)-4-(4-morpholino-1-(phenylthio)butan-2-ylamino)-3-(trifluoromethylsulfonyl)benzenesulfonamide), O1CCN(CC1)CC[C@H](CSC1=CC=CC=C1)NC1=C(C=C(C=C1)S(=O)(=O)N)S(=O)(=O)C(F)(F)F ((R)-4-(4-morpholino-1-(phenylthio)butan-2-ylamino)-3-(trifluoromethylsulfonyl)benzenesulfonamide), [Si](C)(C)(C(C)(C)C)O[C@H](C1CCN(CC1)C1=CC=C(C(=O)O)C=C1)C1=C(C=CC=C1)C1=CC=C(C=C1)Cl ((R)-4-(4-((tert-butyldimethylsilyloxy)(4 ′-chlorobiphenyl-2-yl)methyl)piperidin-1-yl)benzoic acid), [Si](C)(C)(C(C)(C)C)O[C@H](C1CCN(CC1)C1=CC=C(C(=O)O)C=C1)C1=C(C=CC=C1)C1=CC=C(C=C1)Cl ((R)-4-(4-((tert-butyldimethylsilyloxy)(4 ′-chlorobiphenyl-2-yl)methyl)piperidin-1-yl)benzoic acid). Yields the product [Si](C)(C)(C(C)(C)C)O[C@H](C1CCN(CC1)C1=CC=C(C(=O)NS(=O)(=O)C2=CC(=C(C=C2)N[C@@H](CSC2=CC=CC=C2)CCN2CCOCC2)S(=O)(=O)C(F)(F)F)C=C1)C1=C(C=CC=C1)C1=CC=C(C=C1)Cl (4-(4-((R)-(tert-butyldimethylsilyloxy)(4′-chlorobiphenyl-2-yl)methyl)piperidin-1-yl)-N-(4-((R)-4-morpholino-1-(phenylthio)butan-2-ylamino)-3-(trifluoromethylsulfonyl)phenylsulfonyl)benzamide). Yield: 33.3%. As a reaction SMILES: [Si:1]([O:8][C@@H:9]([C:25]1[CH:30]=[CH:29][CH:28]=[CH:27][C:26]=1[C:31]1[CH:36]=[CH:35][C:34]([Cl:37])=[CH:33][CH:32]=1)[CH:10]1[CH2:15][CH2:14][N:13]([C:16]2[CH:24]=[CH:23][C:19]([C:20]([OH:22])=O)=[CH:18][CH:17]=2)[CH2:12][CH2:11]1)([C:4]([CH3:7])([CH3:6])[CH3:5])([CH3:3])[CH3:2].[O:38]1[CH2:43][CH2:42][N:41]([CH2:44][CH2:45][C@@H:46]([NH:55][C:56]2[CH:61]=[CH:60][C:59]([S:62]([NH2:65])(=[O:64])=[O:63])=[CH:58][C:57]=2[S:66]([C:69]([F:72])([F:71])[F:70])(=[O:68])=[O:67])[CH2:47][S:48][C:49]2[CH:54]=[CH:53][CH:52]=[CH:51][CH:50]=2)[CH2:40][CH2:39]1>>[Si:1]([O:8][C@@H:9]([C:25]1[CH:30]=[CH:29][CH:28]=[CH:27][C:26]=1[C:31]1[CH:36]=[CH:35][C:34]([Cl:37])=[CH:33][CH:32]=1)[CH:10]1[CH2:11][CH2:12][N:13]([C:16]2[CH:17]=[CH:18][C:19]([C:20]([NH:65][S:62]([C:59]3[CH:60]=[CH:61][C:56]([NH:55][C@H:46]([CH2:45][CH2:44][N:41]4[CH2:42][CH2:43][O:38][CH2:39][CH2:40]4)[CH2:47][S:48][C:49]4[CH:54]=[CH:53][CH:52]=[CH:51][CH:50]=4)=[C:57]([S:66]([C:69]([F:71])([F:72])[F:70])(=[O:68])=[O:67])[CH:58]=3)(=[O:63])=[O:64])=[O:22])=[CH:23][CH:24]=2)[CH2:14][CH2:15]1)([C:4]([CH3:7])([CH3:6])[CH3:5])([CH3:3])[CH3:2]. Procedure: The title product (71.4 mg, yield: 33%) was prepared using a procedure similar to the one described for the synthesis of INTERMEDIATE 33. (R)-4-(4-((tert-Butyldimethylsilyloxy)(4′-chlorobiphenyl-2-yl)methyl)piperidin-1-yl)benzoic acid (INTERMEDIATE 13, 106.7 mg, 0.2 mmol) and (R)-4-(4-morpholino-1-(phenylthio)butan-2-ylamino)-3-(trifluoromethylsulfonyl)benzenesulfonamide (INTERMEDIATE 69, 117 mg, 0.21 mmol) were used as starting materials. The resulting product was purified by column chromatogra... Starting materials: Brc1ccccc1, ClCCl, CN1CCC(=O)CC1, O. Yields the product CN1CCC(O)(c2ccccc2)CC1. Reaction SMILES: [Br:1][c:2]1[cH:3][cH:4][cH:5][cH:6][cH:7]1.[CH2:17]([Cl:18])[Cl:19].[CH3:8][N:9]1[CH2:10][CH2:11][C:12](=[O:15])[CH2:13][CH2:14]1.[OH2:16]>>[c:2]1([C:12]2([OH:15])[CH2:11][CH2:10][N:9]([CH3:8])[CH2:14][CH2:13]2)[cH:3][cH:4][cH:5][cH:6][cH:7]1.